This data is from the Open Reaction Database (ORD), a public repository of structured organic reaction records. The task is: describe an organic reaction: reactants, conditions, products, and yield Starting materials: O (water), ClC1=CC=C(C(=O)C2=CC=CC=C2)C=C1 (4-chlorobenzophenone), CN(CCS)C (2-dimethylaminoethanethiol), C([O-])([O-])=O.[K+].[K+] (potassium carbonate). The solvent is CC(=O)N(C)C (dimethylacetamide), CCOCC (ether). Yields the product CN(CCSC1=CC=C(C(=O)C2=CC=CC=C2)C=C1)C (4-(2-Dimethylaminoethyl-mercapto)-benzophenone). The yield is 55.8%. As a reaction SMILES: Cl[C:2]1[CH:15]=[CH:14][C:5]([C:6]([C:8]2[CH:13]=[CH:12][CH:11]=[CH:10][CH:9]=2)=[O:7])=[CH:4][CH:3]=1.[CH3:16][N:17]([CH3:21])[CH2:18][CH2:19][SH:20].C(=O)([O-])[O-].[K+].[K+].O>CC(N(C)C)=O.CCOCC>[CH3:16][N:17]([CH3:21])[CH2:18][CH2:19][S:20][C:2]1[CH:15]=[CH:14][C:5]([C:6]([C:8]2[CH:13]=[CH:12][CH:11]=[CH:10][CH:9]=2)=[O:7])=[CH:4][CH:3]=1 |f:2.3.4|. Reported procedure: 12.85 g (0.064 mol) of 4-chlorobenzophenone, 13.6 g (0.13 mol) of 2-dimethylaminoethanethiol and 27.6 g (0.2 mol) of potassium carbonate in 100 ml of dimethylacetamide are kept at 100° C. for 12 hours, under N2 gas and with stirring. After cooling, the reaction mixture is poured into 200 ml of water. The oil which separates out is taken up in ether. The crude product is purified by means of hydrochloric acid extract and a bulb tube distillation (bath 200°-220° C./0.01 mm Hg). 10.2 g (59%) of pro...